Dataset: the Open Reaction Database (ORD), a public repository of structured organic reaction records. Task: describe an organic reaction: reactants, conditions, products, and yield Reported procedure: 51.0 g of 3C was dissolved in 600 ml of THF. The solution was divided in half, and each half was hydrogenated (40-50 psig hydrogen pressure) in the presence of 1 g of palladium-on-charcoal catalyst. The final combined reaction mixtures were filtered, the filtrates were combined, dried (MgSO4) and evaporated to dryness, to give 7-amino-2,3-dihydro-2,5-dimethyl-4-chlorobenzofuran (3D). Product: NC1=CC(=C(C=2CC(OC21)C)Cl)C (7-amino-2,3-dihydro-2,5-dimethyl-4-chlorobenzofuran). Reaction SMILES: [CH3:1][CH:2]1[CH2:6][C:5]2[C:7]([Cl:15])=[C:8]([CH3:14])[CH:9]=[C:10]([N+:11]([O-])=O)[C:4]=2[O:3]1.[H][H]>C1COCC1.[Pd]>[NH2:11][C:10]1[C:4]2[O:3][CH:2]([CH3:1])[CH2:6][C:5]=2[C:7]([Cl:15])=[C:8]([CH3:14])[CH:9]=1. Run in C1CCOC1 (THF). The reagents and catalysts are [Pd] (palladium-on-charcoal). Reactants: CC1OC2=C(C1)C(=C(C=C2[N+](=O)[O-])C)Cl (2,3-dihydro-2,5-dimethyl-4-chloro-7-nitrobenzofuran), [H][H] (hydrogen). Reactants: N(=[N+]=[N-])[C@@H](CC1CCN(CC1)C(=O)OC(C)(C)C)C(NC=1C=NC2=CC=CC=C2C1)=O (tert-butyl 4-[(2S)-2-azido-2-[(quinolin-3-yl)carbamoyl]ethyl]piperidine-1-carboxylate), [OH-].[Na+] (NaOH), P(C)(C)C (Me3P). The solvent is C1CCOC1 (THF). Run at time 8 hour. The product is N[C@@H](CC1CCN(CC1)C(=O)OC(C)(C)C)C(NC=1C=NC2=CC=CC=C2C1)=O (tert-butyl 4-[(2S)-2-amino-2-[(quinolin-3-yl)carbamoyl]ethyl]piperidine-1-carboxylate). RXN SMILES: [N:1]([C@H:4]([C:19](=[O:31])[NH:20][C:21]1[CH:22]=[N:23][C:24]2[C:29]([CH:30]=1)=[CH:28][CH:27]=[CH:26][CH:25]=2)[CH2:5][CH:6]1[CH2:11][CH2:10][N:9]([C:12]([O:14][C:15]([CH3:18])([CH3:17])[CH3:16])=[O:13])[CH2:8][CH2:7]1)=[N+]=[N-].[OH-].[Na+].P(C)(C)C>C1COCC1>[NH2:1][C@H:4]([C:19](=[O:31])[NH:20][C:21]1[CH:22]=[N:23][C:24]2[C:29]([CH:30]=1)=[CH:28][CH:27]=[CH:26][CH:25]=2)[CH2:5][CH:6]1[CH2:11][CH2:10][N:9]([C:12]([O:14][C:15]([CH3:17])([CH3:18])[CH3:16])=[O:13])[CH2:8][CH2:7]1 |f:1.2|. Procedure: To a solution of tert-butyl 4-[(2S)-2-azido-2-[(quinolin-3-yl)carbamoyl]ethyl]piperidine-1-carboxylate LXXVIII (262 mg, 0.62 mmol) in THF (20 mL) and 0.1 M NaOH (2.0 mL) was added Me3P (1 M in THF, 0.65 mL). The reaction was stirred at r.t. overnight. The solvent was removed under reduced pressure to give crude tert-butyl 4-[(2S)-2-amino-2-[(quinolin-3-yl)carbamoyl]ethyl]piperidine-1-carboxylate LXXIX (275 mg), which was directly used in step 8. ESIMS found for C22H30N4O3 m/z 399 (M+H). The reactants are ClC1=NC2=C(C=CC=C2C=C1C=O)C (2-chloro-8-methylquinoline 3-carbaldehyde), FC1=C(C=CC=C1)B(O)O (2-fluorophenyl boronic acid), C([O-])([O-])=O.[Na+].[Na+] (sodium carbonate). Reaction SMILES: Cl[C:2]1[C:11]([CH:12]=[O:13])=[CH:10][C:9]2[C:4](=[C:5]([CH3:14])[CH:6]=[CH:7][CH:8]=2)[N:3]=1.[F:15][C:16]1[CH:21]=[CH:20][CH:19]=[CH:18][C:17]=1B(O)O.C(=O)([O-])[O-].[Na+].[Na+]>C(#N)C.O.C1C=CC([P]([Pd]([P](C2C=CC=CC=2)(C2C=CC=CC=2)C2C=CC=CC=2)([P](C2C=CC=CC=2)(C2C=CC=CC=2)C2C=CC=CC=2)[P](C2C=CC=CC=2)(C2C=CC=CC=2)C2C=CC=CC=2)(C2C=CC=CC=2)C2C=CC=CC=2)=CC=1>[F:15][C:16]1[CH:21]=[CH:20][CH:19]=[CH:18][C:17]=1[C:2]1[C:11]([CH:12]=[O:13])=[CH:10][C:9]2[C:4](=[C:5]([CH3:14])[CH:6]=[CH:7][CH:8]=2)[N:3]=1 |f:2.3.4,^1:38,40,59,78|. The reagents and catalysts are C=1C=CC(=CC1)[P](C=2C=CC=CC2)(C=3C=CC=CC3)[Pd]([P](C=4C=CC=CC4)(C=5C=CC=CC5)C=6C=CC=CC6)([P](C=7C=CC=CC7)(C=8C=CC=CC8)C=9C=CC=CC9)[P](C=1C=CC=CC1)(C=1C=CC=CC1)C=1C=CC=CC1 (tetrakis(triphenylphosphine)palladium). Product: FC1=C(C=CC=C1)C1=NC2=C(C=CC=C2C=C1C=O)C (2-(2-fluorophenyl)-8-methylquinoline-3-carbaldehyde). Procedure details: Prepared according to Procedure A using 2-chloro-8-methylquinoline 3-carbaldehyde (1.0 g, 4.86 mmol), 2-fluorophenyl boronic acid (0.749 g, 5.35 mmol, 1.1 eq), tetrakis(triphenylphosphine)palladium (0.281 g, 0.24 mmol, 0.05 eq), and sodium carbonate (2.58 g, 24 mmol, 5 eq) in acetonitrile (36 mL) and water (12 mL). After purification, 2-(2-fluorophenyl)-8-methylquinoline-3-carbaldehyde was obtained as a yellow solid. 1H NMR (400 MHz, DMSO-d6) δ ppm 10.03 (1 H, d, J=3.5 Hz), 8.99 (1 H, s), 8.12 (... Solvent: C(C)#N (acetonitrile), O (water). Starting materials: ON1C(C=2C(C1=O)=CC=CC2)=O (N-hydroxy-phthalimide), ClC1=CC=NC2=CC(=CC=C12)Cl (4,7-dichloro-quinoline). Product: ClC1=CC=C2C(=CC=NC2=C1)C12C(C(=O)NC1=O)C=CC=C2 (0-(7-chloro-4-quinolyl)-phthalimide). RXN SMILES: O[N:2]1[C:6](=[O:7])[C:5]2=[CH:8][CH:9]=[CH:10][CH:11]=[C:4]2[C:3]1=[O:12].Cl[C:14]1[C:23]2[C:18](=[CH:19][C:20]([Cl:24])=[CH:21][CH:22]=2)[N:17]=[CH:16][CH:15]=1>>[Cl:24][C:20]1[CH:19]=[C:18]2[C:23]([C:14]([C:5]34[CH:8]=[CH:9][CH:10]=[CH:11][CH:4]3[C:3]([NH:2][C:6]4=[O:7])=[O:12])=[CH:15][CH:16]=[N:17]2)=[CH:22][CH:21]=1. Reported procedure: N-hydroxy-phthalimide and 4,7-dichloro-quinoline were reacted to form 0-(7-chloro-4-quinolyl)-phthalimide melting at 225° C. and the latter is reacted to obtain 0-(7-chloro-4- quinolyl)-hydroxylamine melting at 175° C. Reactants: BrC1=NC(=CC(=C1)S(=O)(=O)C1=CC=C(C=C1)N)N1CCCC1 (4-(2-bromo-6-pyrrolidine-1-yl-pyridine-4-sulfonyl)-phenylamine), FC1=C(C=CC=C1)B(O)O (2-fluorophenylboronic acid). The reagents and catalysts are C1=CC=C(C=C1)P(C2=CC=CC=C2)C3=CC=CC=C3.C1=CC=C(C=C1)P(C2=CC=CC=C2)C3=CC=CC=C3.Cl[Pd]Cl (bis(triphenylphosphine)-palladium(II)-chloride). The solvent is C([O-])([O-])=O.[K+].[K+] (potassium carbonate), C1(=CC=CC=C1)C (toluene). Yields the product FC1=C(C=CC=C1)C1=NC(=CC(=C1)S(=O)(=O)C1=CC=C(C=C1)N)N1CCCC1 (4-[2-(2-fluoro-phenyl)-6-pyrrolidine-1-yl-pyridine-4-sulfonyl]-phenylamine). Isolated yield 65.4%. As a reaction SMILES: Br[C:2]1[CH:7]=[C:6]([S:8]([C:11]2[CH:16]=[CH:15][C:14]([NH2:17])=[CH:13][CH:12]=2)(=[O:10])=[O:9])[CH:5]=[C:4]([N:18]2[CH2:22][CH2:21][CH2:20][CH2:19]2)[N:3]=1.[F:23][C:24]1[CH:29]=[CH:28][CH:27]=[CH:26][C:25]=1B(O)O>C1(C)C=CC=CC=1.C(=O)([O-])[O-].[K+].[K+].C1C=CC(P(C2C=CC=CC=2)C2C=CC=CC=2)=CC=1.C1C=CC(P(C2C=CC=CC=2)C2C=CC=CC=2)=CC=1.Cl[Pd]Cl>[F:23][C:24]1[CH:29]=[CH:28][CH:27]=[CH:26][C:25]=1[C:2]1[CH:7]=[C:6]([S:8]([C:11]2[CH:16]=[CH:15][C:14]([NH2:17])=[CH:13][CH:12]=2)(=[O:10])=[O:9])[CH:5]=[C:4]([N:18]2[CH2:22][CH2:21][CH2:20][CH2:19]2)[N:3]=1 |f:3.4.5,6.7.8|. Procedure details: A mixture of 191 mg (0.5 mmole) 4-(2-bromo-6-pyrrolidine-1-yl-pyridine-4-sulfonyl)-phenylamine, 77 mg (0.55 mmole) 2-fluorophenylboronic acid, 18 mg bis(triphenylphosphine)-palladium(II)-chloride is refluxed for 3 hours in 7 ml toluene and 2 ml 2N aqueous potassium carbonate. The solvents are removed in vacuo. Flash chromatography (silicagel, ethyl acetate/hexane 1/1) of the residue yields 130 mg (65%) pure 4-[2-(2-fluoro-phenyl)-6-pyrrolidine-1-yl-pyridine-4-sulfonyl]-phenylamine as a pale yell... Reactants: Cl (HCl), ClC1=C(C=C(C(=C1)F)NC(=O)NC1=CC=CC=C1)C=1C(N(C2=CC(=NC=C2C1)NC(=O)[C@H]1NCCC1)CC)=O ((S)—N-(3-(2-chloro-4-fluoro-5-(3-phenylureido)phenyl)-1-ethyl-2-oxo-1,2-dihydro-1,6-naphthyridin-7-yl)pyrrolidine-2-carboxamide), CC(C)(C)OC (MTBE). The solvent is CC#N (MeCN). The product is Cl.Cl.ClC1=C(C=C(C(=C1)F)NC(=O)NC1=CC=CC=C1)C=1C(N(C2=CC(=NC=C2C1)NC(=O)[C@H]1NCCC1)CC)=O ((S)—N-(3-(2-chloro-4-fluoro-5-(3-phenylureido)phenyl)-1-ethyl-2-oxo-1,2-dihydro-1,6-naphthyridin-7-yl)pyrrolidine-2-carboxamide dihydrochloride). Isolated yield 127.8%. RXN SMILES: [Cl:1][C:2]1[CH:7]=[C:6]([F:8])[C:5]([NH:9][C:10]([NH:12][C:13]2[CH:18]=[CH:17][CH:16]=[CH:15][CH:14]=2)=[O:11])=[CH:4][C:3]=1[C:19]1[C:20](=[O:39])[N:21]([CH2:37][CH3:38])[C:22]2[C:27]([CH:28]=1)=[CH:26][N:25]=[C:24]([NH:29][C:30]([C@@H:32]1[CH2:36][CH2:35][CH2:34][NH:33]1)=[O:31])[CH:23]=2.[ClH:40].CC(OC)(C)C>CC#N>[ClH:1].[ClH:40].[Cl:1][C:2]1[CH:7]=[C:6]([F:8])[C:5]([NH:9][C:10]([NH:12][C:13]2[CH:14]=[CH:15][CH:16]=[CH:17][CH:18]=2)=[O:11])=[CH:4][C:3]=1[C:19]1[C:20](=[O:39])[N:21]([CH2:37][CH3:38])[C:22]2[C:27]([CH:28]=1)=[CH:26][N:25]=[C:24]([NH:29][C:30]([C@@H:32]1[CH2:36][CH2:35][CH2:34][NH:33]1)=[O:31])[CH:23]=2 |f:4.5.6|. Reported procedure: A mixture of (S)—N-(3-(2-chloro-4-fluoro-5-(3-phenylureido)phenyl)-1-ethyl-2-oxo-1,2-dihydro-1,6-naphthyridin-7-yl)pyrrolidine-2-carboxamide (43 mg, 0.078 mmol) in MeCN (3 mL) was treated with 0.1N HCl (aq.) (1.56 mL, 0.156 mmol), frozen and lyophilized. The material was treated with MTBE, sonicated, the solid collected via filtration and dried to afford (S)—N-(3-(2-chloro-4-fluoro-5-(3-phenylureido)phenyl)-1-ethyl-2-oxo-1,2-dihydro-1,6-naphthyridin-7-yl)pyrrolidine-2-carboxamide dihydrochloride... The reactants are FC1=C(CBr)C=CC=C1 (2-fluorobenzyl bromide), C(=O)(OC)C1=C2C=3C(CCCC3NC2=CC=C1)=O (5-carbomethoxy-1,2-dihydro-9H-carbazol-4(3H)-one), resultant mixture. The solvent is C(C)(=O)OCC (ethyl acetate), CN(C)C=O (DMF). Run at time 5 minute. Yields the product FC1=C(C=CC=C1)CN1C2=CC=CC(=C2C=2C(CCCC12)=O)C(=O)OC (9-[(2-fluorophenyl)methyl]-5-carbomethoxy-1,2-dihydrocarbazol-4(3H)-one). The yield is 54.5%. Reaction SMILES: [C:1]([C:5]1[CH:17]=[CH:16][CH:15]=[C:14]2[C:6]=1[C:7]1[C:8](=[O:18])[CH2:9][CH2:10][CH2:11][C:12]=1[NH:13]2)([O:3][CH3:4])=[O:2].[F:19][C:20]1[CH:27]=[CH:26][CH:25]=[CH:24][C:21]=1[CH2:22]Br>CN(C=O)C.C(OCC)(=O)C>[F:19][C:20]1[CH:27]=[CH:26][CH:25]=[CH:24][C:21]=1[CH2:22][N:13]1[C:12]2[CH2:11][CH2:10][CH2:9][C:8](=[O:18])[C:7]=2[C:6]2[C:14]1=[CH:15][CH:16]=[CH:17][C:5]=2[C:1]([O:3][CH3:4])=[O:2]. Procedure details: 40% Methanolic Triton B (2.82 mL, 6.2 mM) was slowly added dropwise to a solution of 5-carbomethoxy-1,2-dihydro-9H-carbazol-4(3H)-one (1.27 g, 5.22 mM) in 10 mL of DMF at 25° C. After 5 minutes, 2-fluorobenzyl bromide (1.19 g, 6.2 mM) was added and the resultant mixture stirred at room temperature for 17 days. The mixture was diluted with ethyl acetate, washed five times with H2O, once with saturated brine, dried over anhydrous magnesium sulfate, filtered, and concentrated. The residue was purif... Starting materials: CC(=O)N1c2ccc(NC(=O)c3ccc(I)cc3)cc2C(C)(c2ccccc2)CC1(C)C, OCCCO, CCO, COCCOC, [Cs+], [F-], O=C(C=Cc1ccccc1)C=Cc1ccccc1, O=C(C=Cc1ccccc1)C=Cc1ccccc1, O=C(C=Cc1ccccc1)C=Cc1ccccc1, [Pd], [Pd], c1ccc(P(c2ccccc2)c2ccccc2)cc1, OB(O)c1cccnc1. The product is CC(=O)N1c2ccc(NC(=O)c3ccc(-c4cccnc4)cc3)cc2C(C)(c2ccccc2)CC1(C)C. RXN SMILES: [C:1]([CH3:2])(=[O:3])[N:4]1[C:5]([CH3:31])([CH3:32])[CH2:6][C:7]([CH3:24])([c:25]2[cH:26][cH:27][cH:28][cH:29][cH:30]2)[c:8]2[cH:9][c:10]([NH:14][C:15]([c:16]3[cH:17][cH:18][c:19]([I:22])[cH:20][cH:21]3)=[O:23])[cH:11][cH:12][c:13]21.[CH2:33]([OH:34])[CH2:35][CH2:36][OH:37].[CH2:68]([OH:69])[CH3:70].[CH2:71]([CH2:72][O:73][CH3:74])[O:75][CH3:76].[Cs+:48].[F-:47].[O:115]=[C:116]([CH:117]=[CH:118][c:119]1[cH:120][cH:121][cH:122][cH:123][cH:124]1)[CH:125]=[CH:126][c:127]1[cH:128][cH:129][cH:130][cH:131][cH:132]1.[O:79]=[C:80]([CH:81]=[CH:82][c:83]1[cH:84][cH:85][cH:86][cH:87][cH:88]1)[CH:89]=[CH:90][c:91]1[cH:92][cH:93][cH:94][cH:95][cH:96]1.[O:97]=[C:98]([CH:99]=[CH:100][c:101]1[cH:102][cH:103][cH:104][cH:105][cH:106]1)[CH:107]=[CH:108][c:109]1[cH:110][cH:111][cH:112][cH:113][cH:114]1.[Pd:77].[Pd:78].[c:49]1([P:50]([c:51]2[cH:52][cH:53][cH:54][cH:55][cH:56]2)[c:57]2[cH:58][cH:59][cH:60][cH:61][cH:62]2)[cH:63][cH:64][cH:65][cH:66][cH:67]1.[n:38]1[cH:39][c:40]([B:44]([OH:45])[OH:46])[cH:41][cH:42][cH:43]1>>[C:1]([CH3:2])(=[O:3])[N:4]1[C:5]([CH3:31])([CH3:32])[CH2:6][C:7]([CH3:24])([c:25]2[cH:26][cH:27][cH:28][cH:29][cH:30]2)[c:8]2[cH:9][c:10]([NH:14][C:15]([c:16]3[cH:17][cH:18][c:19](-[c:40]4[cH:39][n:38][cH:43][cH:42][cH:41]4)[cH:20][cH:21]3)=[O:23])[cH:11][cH:12][c:13]21. Starting materials: C1(CC1)C1=CC(=C(C(=C1)C)O)C (4-cyclopropyl-2,6-dimethylphenol), [H-].[Na+] (NaH), ClC1=NC(=C2NC=NC2=N1)Cl (2,6-dichloropurine), ice water. The solvent is CN1C(C=CC=C1)=O (1-methyl-2-pyridone), CN1C(C=CC=C1)=O (1-methyl-2-pyridone). Run at time 30 minute. Product: ClC1=NC(=C2N=CNC2=N1)OC1=C(C=C(C=C1C)C1CC1)C (2-chloro-6-(4-cyclopropyl-2,6-dimethylphenoxy)-9H-purine). Isolated yield 67.1%. As a reaction SMILES: [CH:1]1([C:4]2[CH:9]=[C:8]([CH3:10])[C:7]([OH:11])=[C:6]([CH3:12])[CH:5]=2)[CH2:3][CH2:2]1.[H-].[Na+].[Cl:15][C:16]1[N:24]=[C:23]2[C:19]([NH:20][CH:21]=[N:22]2)=[C:18](Cl)[N:17]=1>CN1C=CC=CC1=O>[Cl:15][C:16]1[N:24]=[C:23]2[C:19]([N:20]=[CH:21][NH:22]2)=[C:18]([O:11][C:7]2[C:6]([CH3:12])=[CH:5][C:4]([CH:1]3[CH2:3][CH2:2]3)=[CH:9][C:8]=2[CH3:10])[N:17]=1 |f:1.2|. Reported procedure: To a solution of 4-cyclopropyl-2,6-dimethylphenol (263 mg, 1.62 mmol) in 1-methyl-2-pyridone (3 mL) at 0° C. was added NaH (65 mg, 1.62 mmol). The reaction mixture was stirred at room temperature for 30 min and a solution of 2,6-dichloropurine (102 mg, 0.54 mmol) in 1-methyl-2-pyridone (2 mL) was added to the mixture. The mixture was heated at 100° C. for 16 h and then cooled to room temperature. The reaction was poured into ice water and extracted with CHCl3 (3×20 mL). The combined organic solu... Solvent: ClCCCl (1,2-dichloroethane). RXN SMILES: [NH2:1][CH2:2][CH:3]1[CH2:6][N:5]([C:7]2[N:12]=[C:11]([NH:13][C@H:14]([C:16]3[CH:21]=[CH:20][C:19]([F:22])=[CH:18][CH:17]=3)[CH3:15])[N:10]=[C:9]([NH:23][C:24]3[CH:29]=[N:28][CH:27]=[CH:26][N:25]=3)[CH:8]=2)[CH2:4]1.[C:30](OC(=O)C)(=[O:32])[CH3:31].N1C=CC=CC=1>ClCCCl>[F:22][C:19]1[CH:18]=[CH:17][C:16]([C@@H:14]([NH:13][C:11]2[N:12]=[C:7]([N:5]3[CH2:4][CH:3]([CH2:2][NH:1][C:30](=[O:32])[CH3:31])[CH2:6]3)[CH:8]=[C:9]([NH:23][C:24]3[CH:29]=[N:28][CH:27]=[CH:26][N:25]=3)[N:10]=2)[CH3:15])=[CH:21][CH:20]=1. Procedure: 23 mg of (S)-6-[3-(aminomethyl)azetidin-1-yl]-N2-[1-(4-fluorophenyl)ethyl]-N4-(pyrazin-2-yl)pyrimidine-2,4-diamine was dissolved in 2 ml of 1,2-dichloroethane, and 7 μl of acetic anhydride and 11 μl of pyridine were added thereto, and the mixture was stirred at room temperature overnight. The solvent was distilled off under reduced pressure, and then the obtained residue was purified by silica gel column chromatography to obtain 20 mg of the objective compound as a brown amorphous solid. Run at time 8 hour. Yields the product FC1=CC=C(C=C1)[C@H](C)NC1=NC(=CC(=N1)N1CC(C1)CNC(C)=O)NC1=NC=CN=C1 ((S)—N-[(1-{2-[1-(4-Fluorophenyl)ethylamino]-6-(pyrazin-2-ylamino)pyrimidin-4-yl}azetidin-3-yl)methyl]acetamide). Starting materials: C(C)(=O)OC(C)=O (acetic anhydride), N1=CC=CC=C1 (pyridine), NCC1CN(C1)C1=CC(=NC(=N1)N[C@@H](C)C1=CC=C(C=C1)F)NC1=NC=CN=C1 ((S)-6-[3-(aminomethyl)azetidin-1-yl]-N2-[1-(4-fluorophenyl)ethyl]-N4-(pyrazin-2-yl)pyrimidine-2,4-diamine).